Dataset: the Open Reaction Database (ORD), a public repository of structured organic reaction records. Task: describe an organic reaction: reactants, conditions, products, and yield The reactants are E2, FC=1C=C(C#N)C=C(C1)CO (3-fluoro-5-(hydroxymethyl)benzonitrile), ClC1=NC(N2C(N(CCC2)C)=C1)=O (8-chloro-1-methyl-3,4-dihydro-1H-pyrimido[1,6-a]pyrimidin-6(2H)-one). Product: FC=1C=C(C#N)C=C(C1)COC1=NC(N2C(N(CCC2)C)=C1)=O (3-fluoro-5-(((1-methyl-6-oxo-2,3,4,6-tetrahydro-1H-pyrimido[1,6-a]pyrimidin-8-yl)oxy)methyl)benzonitrile). As a reaction SMILES: [F:1][C:2]1[CH:3]=[C:4]([CH:7]=[C:8]([CH2:10][OH:11])[CH:9]=1)[C:5]#[N:6].Cl[C:13]1[CH:23]=[C:17]2[N:18]([CH3:22])[CH2:19][CH2:20][CH2:21][N:16]2[C:15](=[O:24])[N:14]=1>>[F:1][C:2]1[CH:3]=[C:4]([CH:7]=[C:8]([CH2:10][O:11][C:13]2[CH:23]=[C:17]3[N:18]([CH3:22])[CH2:19][CH2:20][CH2:21][N:16]3[C:15](=[O:24])[N:14]=2)[CH:9]=1)[C:5]#[N:6]. Procedure details: The title compound or its salt was prepared by a procedure similar to that described for E2 starting from 3-fluoro-5-(hydroxymethyl)benzonitrile and 8-chloro-1-methyl-3,4-dihydro-1H-pyrimido[1,6-a]pyrimidin-6(2H)-one.